Task: describe an organic reaction: reactants, conditions, products, and yield. Dataset: the Open Reaction Database (ORD), a public repository of structured organic reaction records Reactants: O1C2C1CCC1=CC=CC=C12 (1a,2,3,7b-Tetrahydronaphtho[1,2-b]oxirene), C(C)(C)(C)OC(=O)N1CCNCCC1 (N-tert-butyloxycarbonyl-homopiperazine). The solvent is C(C)#N (acetonitrile). Yields the product O[C@H]1[C@@H](C2=CC=CC=C2CC1)N1CCN(CCC1)C(=O)OC(C)(C)C (tert-Butyl trans-4-[2-hydroxy-1,2,3,4-tetrahydronaphth-1-yl]-1,4-diazepane-1-carboxylate). Reaction SMILES: [O:1]1[CH:3]2[CH2:4][CH2:5][C:6]3[C:11]([CH:2]12)=[CH:10][CH:9]=[CH:8][CH:7]=3.[C:12]([O:16][C:17]([N:19]1[CH2:25][CH2:24][CH2:23][NH:22][CH2:21][CH2:20]1)=[O:18])([CH3:15])([CH3:14])[CH3:13]>C(#N)C>[OH:1][C@@H:3]1[CH2:4][CH2:5][C:6]2[C:11](=[CH:10][CH:9]=[CH:8][CH:7]=2)[C@H:2]1[N:22]1[CH2:23][CH2:24][CH2:25][N:19]([C:17]([O:16][C:12]([CH3:15])([CH3:14])[CH3:13])=[O:18])[CH2:20][CH2:21]1. Procedure: At ambient temperature, 3.0 g (20.5 mmol) of the compound obtained in Step B of Example 15 and 4.1 g (20.5 mmol) of N-tert-butyloxycarbonyl-homopiperazine in 41 ml of acetonitrile are mixed together and then heated at reflux for 48 hours. After evaporation and flash chromatography on 300 g of silica (eluant: dichloromethane/ethanol 98/2), the expected compound is collected. The reactants are Br.O1CCNC2=C1C=CC(=C2)O (3,4-dihydro-2H-benzo[1,4]oxazin-6-ol hydrobromide), CC(C)([O-])C.[Na+] (sodium tert-butoxide), CC1(CC(C2=C(N=C(S2)N2CCOC3=C2C=C(C=C3)C3=CC=CC=C3)C1)=O)C (5,5-Dimethyl-2-(6-phenyl-2,3-dihydrobenzo[1,4]oxazin-4-yl)-5,6-dihydro-4H-benzothiazol-7-one). The reagents and catalysts are C(C)(=O)[O-].[Pd+2].C(C)(=O)[O-] (palladium(II) acetate). The solvent is COCCOC (DME). Conditions: temperature 140 celsius. Yields the product CC1(CC2=C(C(NC1)=O)SC(=N2)N2CCOC1=C2C=C(C=C1)O)C (7,7-Dimethyl-2-(6-hydroxy-2,3-dihydrobenzo[1,4]oxazin-4-yl)-5,6,7,8-tetrahydro-thiazolo[5,4-c]azepin-4-one). Isolated yield 1.1%. RXN SMILES: Br.O1C2C=CC(O)=CC=2[NH:5]CC1.C[C:14]([CH3:17])([O-:16])[CH3:15].[Na+].[CH3:19][C:20]1([CH3:46])[CH2:44][C:24]2[N:25]=[C:26]([N:28]3[C:33]4C=C(C5C=CC=CC=5)C=[CH:37][C:32]=4[O:31][CH2:30][CH2:29]3)[S:27][C:23]=2[C:22](=[O:45])[CH2:21]1>COCCOC.C([O-])(=O)C.[Pd+2].C([O-])(=O)C>[CH3:46][C:20]1([CH3:19])[CH2:21][NH:5][C:22](=[O:45])[C:23]2[S:27][C:26]([N:28]3[C:33]4[CH:15]=[C:14]([OH:16])[CH:17]=[CH:37][C:32]=4[O:31][CH2:30][CH2:29]3)=[N:25][C:24]=2[CH2:44]1 |f:0.1,2.3,6.7.8|. Procedure: Following Method B, using 3,4-dihydro-2H-benzo[1,4]oxazin-6-ol hydrobromide (84 mg, 3.6 mmol), sodium tert-butoxide (125 mg, 1.3 mmol), Intermediate 5 (100 mg, 3.6 mmol), (But)3PBF4 (31 mg, 0.11 mmol) and palladium(II) acetate (12 mg, 0.055 mmol) in DME (2 mL) heated to 140° C. for 20 min under microwave irradiation. The crude material was purified by prep HPLC to give the title compound as a white solid (5 mg, 0.4%). δH (CDCl3) 1.11 (6H, s), 2.85 (2H, s), 3.12 (2H, s), 4.07-4.19 (2H, m), 4.20-4... Run in C(CC)O.CN(C)C=O (n-propanol DMF). Procedure details: A mixture of acid from step 2 (1 eq), amide from step 1 (1 eq), Na2CO3 (3.5 eq.; 2M in H2O), Pd(PPh3)4 (0.15 eq.) in n-propanol-DMF (1:1, 0.1M) was stirred at 80° C. for 2 h. The mixture was cooled to rt, quenched with brine and diluted with EtOAc. The organic extracts were washed with brine, dried over Na2SO4, filtered and concentrated. The residue was purified by flash chromatography (CHCl3:THF; 50:50), triturated in ether/acetone and then isolated by filtration to afford the title compound as... Reaction SMILES: CC1(C)C(C)(C)OB([C:9]2[CH:14]=[CH:13][C:12]([CH:15]3[CH2:17][CH:16]3[C:18]([O:20]CC)=[O:19])=[CH:11][CH:10]=2)O1.Br[C:25]1[CH:26]=[C:27]([N:31]2[C:40]3[C:35](=[CH:36][CH:37]=[CH:38][N:39]=3)[C:34](=[O:41])[C:33]([C:42]([N:44]3[CH2:49][CH2:48][O:47][CH2:46][CH2:45]3)=[O:43])=[CH:32]2)[CH:28]=[CH:29][CH:30]=1.C([O-])([O-])=O.[Na+].[Na+]>C(O)CC.CN(C=O)C.C1C=CC([P]([Pd]([P](C2C=CC=CC=2)(C2C=CC=CC=2)C2C=CC=CC=2)([P](C2C=CC=CC=2)(C2C=CC=CC=2)C2C=CC=CC=2)[P](C2C=CC=CC=2)(C2C=CC=CC=2)C2C=CC=CC=2)(C2C=CC=CC=2)C2C=CC=CC=2)=CC=1>[N:44]1([C:42]([C:33]2[C:34](=[O:41])[C:35]3[C:40](=[N:39][CH:38]=[CH:37][CH:36]=3)[N:31]([C:27]3[CH:26]=[C:25]([C:9]4[CH:10]=[CH:11][C:12]([C@@H:15]5[CH2:17][C@H:16]5[C:18]([OH:20])=[O:19])=[CH:13][CH:14]=4)[CH:30]=[CH:29][CH:28]=3)[CH:32]=2)=[O:43])[CH2:45][CH2:46][O:47][CH2:48][CH2:49]1 |f:2.3.4,5.6,^1:68,70,89,108|. Run at temperature 80 celsius, time 2 hour. Product: N1(CCOCC1)C(=O)C1=CN(C2=NC=CC=C2C1=O)C=1C=C(C=CC1)C1=CC=C(C=C1)[C@H]1[C@@H](C1)C(=O)O (2-(trans)-{3′-[3-(Morpholin-4-ylcarbonyl)-4-oxo-1,8-naphthyridin-1(4H)-yl]-1,1′-biphenyl-4-yl}cyclopropanecarboxylic acid). Reagents/catalysts: C=1C=CC(=CC1)[P](C=2C=CC=CC2)(C=3C=CC=CC3)[Pd]([P](C=4C=CC=CC4)(C=5C=CC=CC5)C=6C=CC=CC6)([P](C=7C=CC=CC7)(C=8C=CC=CC8)C=9C=CC=CC9)[P](C=1C=CC=CC1)(C=1C=CC=CC1)C=1C=CC=CC1 (Pd(PPh3)4). Starting materials: CC1(OB(OC1(C)C)C1=CC=C(C=C1)C1C(C1)C(=O)OCC)C (Ethyl 2-[4-(4,4,5,5-tetramethyl-1,3,2-dioxaborolan-2-yl)phenyl]cyclopropanecarboxylate), BrC=1C=C(C=CC1)N1C=C(C(C2=CC=CN=C12)=O)C(=O)N1CCOCC1 (1-(3-Bromophenyl)-3-(morpholin-4-ylcarbonyl)-1,8-naphthyridin-4(1H)-one), C(=O)([O-])[O-].[Na+].[Na+] (Na2CO3). The reactants are CCOC(C)=O, [H-], [Na+], O=C1NC(=O)C(c2ccccc2)(c2ccccc2)N1, C1CCOC1, O, O=C(Cl)c1ccco1. The product is O=C1NC(c2ccccc2)(c2ccccc2)C(=O)N1C(=O)c1ccco1. Reaction SMILES: [CH3:36][CH2:37][O:38][C:39](=[O:40])[CH3:41].[H-:20].[Na+:21].[O:1]=[C:2]1[NH:3][C:4](=[O:5])[C:6]([c:8]2[cH:9][cH:10][cH:11][cH:12][cH:13]2)([c:14]2[cH:15][cH:16][cH:17][cH:18][cH:19]2)[NH:7]1.[O:31]1[CH2:32][CH2:33][CH2:34][CH2:35]1.[OH2:30].[o:22]1[c:23]([C:27](=[O:28])[Cl:29])[cH:24][cH:25][cH:26]1>>[O:1]=[C:2]1[N:3]([C:27]([c:23]2[o:22][cH:26][cH:25][cH:24]2)=[O:28])[C:4](=[O:5])[C:6]([c:8]2[cH:9][cH:10][cH:11][cH:12][cH:13]2)([c:14]2[cH:15][cH:16][cH:17][cH:18][cH:19]2)[NH:7]1. The reactants are OC1=CC=2C=3C4=C(C(=CC3NC2C=C1)I)C(NC4=O)=O (9-hydroxy-4-iodopyrrolo[3,4-c]carbazole-1,3(2H,6H)-dione), C(C)OC1=C(C=CC=C1)B(O)O (2-ethoxybenzeneboronic acid). Product: C(C)OC1=C(C=CC=C1)C1=CC=2NC=3C=CC(=CC3C2C2=C1C(NC2=O)=O)O (4-(2-ethoxyphenyl)-9-hydroxypyrrolo[3,4-c]carbazole-1,3(2H,6H)-dione). The yield is 74.0%. As a reaction SMILES: [OH:1][C:2]1[CH:14]=[CH:13][C:12]2[NH:11][C:10]3[CH:9]=[C:8](I)[C:7]4[C:16](=[O:20])[NH:17][C:18](=[O:19])[C:6]=4[C:5]=3[C:4]=2[CH:3]=1.[CH2:21]([O:23][C:24]1[CH:29]=[CH:28][CH:27]=[CH:26][C:25]=1B(O)O)[CH3:22]>>[CH2:21]([O:23][C:24]1[CH:29]=[CH:28][CH:27]=[CH:26][C:25]=1[C:8]1[C:7]2[C:16](=[O:20])[NH:17][C:18](=[O:19])[C:6]=2[C:5]2[C:4]3[CH:3]=[C:2]([OH:1])[CH:14]=[CH:13][C:12]=3[NH:11][C:10]=2[CH:9]=1)[CH3:22]. Procedure details: The reaction of 9-hydroxy-4-iodopyrrolo[3,4-c]carbazole-1,3(2H,6H)-dione, prepared as in example 7, with 2-ethoxybenzeneboronic acid according to the procedure described in example 8 gave 4-(2-ethoxyphenyl)-9-hydroxypyrrolo[3,4-c]carbazole-1,3(2H,6H)-dione (504) (I; Ar=2-ethoxyphenyl) in a 74% yield; mp (THF/CH2Cl2/hexane) 190–193° C. (dec). 1H NMR [(CD3)2SO] δ 11.71 (br s, 1H), 10.91 (br s, 1H), 9.23 (s, 1H), 8.31 (d, J=2.4 Hz, 1H), 7.51 (s, 1H), 7.43 (d, J=8.7 Hz, 1H), 7.38 (td, J=7.8, 1.7 Hz,... Starting materials: C(C)(C)(C)OC(=O)NNC1=C(C=CC=C1)C(F)(F)F (N′-(2-Trifluoromethyl-phenyl)-hydrazinecarboxylic acid tert-butyl ester), ice, solution, Cl (HCl), C[C@@]12C(C([C@@H](CC1)C2(C)C)C(=O)Cl)=O ((1R,4R)-4,7,7-trimethyl-3-oxo-bicyclo[2.2.1]heptane-2-carbonyl chloride), C[C@@]12C(C([C@@H](CC1)C2(C)C)C(=O)Cl)=O ((1R,4R)-4,7,7-trimethyl-3-oxo-bicyclo[2.2.1]heptane-2-carbonyl chloride), N1=CC=CC=C1 (pyridine). Run in C(C)(=O)O (acetic acid), ClCCCl (1,2-dichloroethane), O1CCOCC1 (dioxane), ClCCCl (1,2-dichloroethane). Reaction conditions: temperature 50 celsius. Product: FC(C1=C(C=CC=C1)N1NC=2[C@@]3(CC[C@H](C2C1=O)C3(C)C)C)(F)F ((4S,7R)-2-(2-trifluoromethyl-phenyl)-7,8,8-trimethyl-1,2,4,5,6,7-hexahydro-4,7-methano-indazol-3-one). Yield: 46.6%. As a reaction SMILES: C(O[C:6]([NH:8][NH:9][C:10]1[CH:15]=[CH:14][CH:13]=[CH:12][C:11]=1[C:16]([F:19])([F:18])[F:17])=O)(C)(C)C.[CH3:20][C@:21]12[C:27]([CH3:29])([CH3:28])[C@H:24]([CH2:25][CH2:26]1)[CH:23]([C:30](Cl)=[O:31])C2=O.N1C=CC=CC=1.Cl>ClCCCl.O1CCOCC1.C(O)(=O)C>[F:19][C:16]([F:17])([F:18])[C:11]1[CH:12]=[CH:13][CH:14]=[CH:15][C:10]=1[N:9]1[C:30](=[O:31])[C:23]2[C@@H:24]3[C:27]([CH3:29])([CH3:28])[C@@:21]([CH3:20])([CH2:26][CH2:25]3)[C:6]=2[NH:8]1. Reported procedure: N′-(2-Trifluoromethyl-phenyl)-hydrazinecarboxylic acid tert-butyl ester (1.85 g, 6.6 mmol) was added in one portion to a ice-bath-cooled solution of (1R,4R)-4,7,7-trimethyl-3-oxo-bicyclo[2.2.1]heptane-2-carbonyl chloride (Intermediate 20; 1.09 g, 5.1 mmol) in a mixture of 1,2-dichloroethane (12 mL) and pyridine (0.6 mL, 7.6 mmol). The mixture was diluted with 1,2-dichloroethane (6 mL) to facilitate stirring. The reaction mixture was heated at 50° C. for 1 h, then cooled to room temperature. A 4 ... The reactants are BrC1=NN=C(S1)N (5-bromo-1,3,4-thiadiazol-2-ylamine), OP(=O)([O-])[O-].[K+].[K+] (K2HPO4), N1CCOCC1 (morpholine). Solvent: CN(C)C=O (DMF), O (water). Run at temperature 80 celsius. Yields the product O1CCN(CC1)C1=NN=C(S1)N (5-Morpholino-1,3,4-thiadiazol-2-ylamine). RXN SMILES: Br[C:2]1[S:6][C:5]([NH2:7])=[N:4][N:3]=1.OP([O-])([O-])=O.[K+].[K+].[NH:15]1[CH2:20][CH2:19][O:18][CH2:17][CH2:16]1>CN(C=O)C.O>[O:18]1[CH2:19][CH2:20][N:15]([C:2]2[S:6][C:5]([NH2:7])=[N:4][N:3]=2)[CH2:16][CH2:17]1 |f:1.2.3|. Reported procedure: A mixture of 5-bromo-1,3,4-thiadiazol-2-ylamine, K2HPO4 (5.7 g), and 5.3 ml of morpholine in 20 ml of DMF is heated at 80° C. under nitrogen for 18 hours, then diluted with 50 ml of water. The clear solution is placed in a continuous extractor and extracted with a brisk flow of dichloromethane for 18 hours. The solution is dried over MgSO4 and concentrated under reduced pressure, with toluene azeotropes to remove DMF. Recrystallization of the residual solid from 50 ml of acetonitrile and 100 ml ... The reactants are COC1=C(C(=O)O)C=C(C=C1)OC (2,5-dimethoxybenzoic acid), C(=O)(C(=O)Cl)Cl ((COCl)2), C(C)NCC (Diethylamine), N1=CC=CC=C1 (pyridine). The solvent is C(Cl)Cl (CH2Cl2), C(Cl)Cl (CH2Cl2), C(Cl)Cl (CH2Cl2), CC(=O)OCC (CH3CO2Et). Run at time 3 hour. The product is C(C)N(C(C1=C(C=CC(=C1)OC)OC)=O)CC (N,N-diethyl(2,5-dimethoxy)benzamide). The yield is 97.0%. As a reaction SMILES: [CH3:1][O:2][C:3]1[CH:11]=[CH:10][C:9]([O:12][CH3:13])=[CH:8][C:4]=1[C:5]([OH:7])=O.C(Cl)(C(Cl)=O)=O.[N:20]1[CH:25]=[CH:24]C=[CH:22][CH:21]=1.C(NCC)C>C(Cl)Cl.CC(OCC)=O>[CH2:21]([N:20]([CH2:25][CH3:24])[C:5](=[O:7])[C:4]1[CH:8]=[C:9]([O:12][CH3:13])[CH:10]=[CH:11][C:3]=1[O:2][CH3:1])[CH3:22]. Procedure details: To a stirred solution of 2,5-dimethoxybenzoic acid (6.61 g, 36.3 mmol) in 50 ml of CH2Cl2 was added a solution of (COCl)2 in CH2Cl2 (2.0M, 20 ml, 40.0 mmol) at 0° C. under argon. After addition of catalytic amount of pyridine (0.2 ml) an evolution of gas was observed. The reaction was warmed up to room temperature and stirred for 3 hours. The volatile were removed and the residue was dissolved in 300 ml of diethyl ether. Diethylamine (5.26 ml, 50.8 mmol) was introduced dropwise at 0° C. under ar... Starting materials: C1(=CC=CC=C1)P(C1=CC=CC=C1)C1=CC=CC=C1 (triphenylphosphine), C(Cl)(Cl)(Cl)Cl (carbon tetrachloride), BrC=1C=C2C(=CC(=CC2=CC1)CO)OC1=NC=C(C=C1)S(=O)(=O)CC ([6-bromo-4-(5-ethanesulfonyl-pyridin-2-yloxy)-naphthalen-2-yl]-methanol). RXN SMILES: C1(P(C2C=CC=CC=2)C2C=CC=CC=2)C=CC=CC=1.[C:20]([Cl:24])(Cl)(Cl)Cl.[Br:25][C:26]1[CH:27]=[C:28]2[C:33](=[CH:34][CH:35]=1)[CH:32]=[C:31](CO)[CH:30]=[C:29]2[O:38][C:39]1[CH:44]=[CH:43][C:42]([S:45]([CH2:48][CH3:49])(=[O:47])=[O:46])=[CH:41][N:40]=1>O1CCCC1.O>[Br:25][C:26]1[CH:27]=[C:28]2[C:33]([CH:32]=[C:31]([CH2:20][Cl:24])[CH:30]=[C:29]2[O:38][C:39]2[CH:44]=[CH:43][C:42]([S:45]([CH2:48][CH3:49])(=[O:46])=[O:47])=[CH:41][N:40]=2)=[CH:34][CH:35]=1. Reported procedure: After a solution of triphenylphosphine (330 mg, 1.26 mmol) and carbon tetrachloride (2 mL) in anhydrous tetrahydrofuran (6 mL) was stirred at room temperature for 10 minutes under a nitrogen atmosphere, [6-bromo-4-(5-ethanesulfonyl-pyridin-2-yloxy)-naphthalen-2-yl]-methanol (265 mg, 0.63 mmol) was introduced as a solid. The resulting mixture was heated at reflux for 4 hours, cooled to room temperature, then diluted with water (10 mL), and extracted with ethyl acetate (30 mL×2). The combined orga... Yield: 76.0%. The solvent is O (water), O1CCCC1 (tetrahydrofuran). The product is BrC1=CC=C2C=C(C=C(C2=C1)OC1=NC=C(C=C1)S(=O)(=O)CC)CCl (2-(7-bromo-3-chloromethyl-naphthalen-1-yloxy)-5-ethanesulfonyl-pyridine). Starting materials: FC1=CC=C(C=O)C=C1 (4-fluoro-benzaldehyde), C(CC(=O)O)(=O)O (malonic acid), N1CCCCC1 (piperidine), N1=CC=CC=C1 (pyridine), Cl (HCl). Reaction conditions: time 1 hour. Product: FC1=CC=C(C=CC(=O)O)C=C1 (4-fluoro-cinnamic acid). Yield: 90.0%. Reaction SMILES: [F:1][C:2]1[CH:9]=[CH:8][C:5]([CH:6]=O)=[CH:4][CH:3]=1.C(O)(=O)[CH2:11][C:12]([OH:14])=[O:13].N1CCCCC1.N1C=CC=CC=1.Cl>>[F:1][C:2]1[CH:9]=[CH:8][C:5]([CH:6]=[CH:11][C:12]([OH:14])=[O:13])=[CH:4][CH:3]=1. Procedure: 10 g (80.6 mmol) of 4-fluoro-benzaldehyde, 29.5 g (2 eq.) of malonic acid, and 1.21 g (0.1 eq.) of piperidine were added to 33.7 g (3 eq.) of pyridine and stirred at room temperature for about 1 hour. After heating it to 80° C., the mixture was stirred for 12 hours. After the reaction, the resulting solution cooled down to room temperature and was slowly added with 1M HCl until it was titrated to about pH 4. The resulting powder was filtered and washed with water, and then dried in a vacuum oven...